This data is from the Open Reaction Database (ORD), a public repository of structured organic reaction records. The task is: describe an organic reaction: reactants, conditions, products, and yield Reaction SMILES: [NH2:1][C@H:2]1[CH2:7][CH2:6][N:5]([C:8]([O:10][C:11]([CH3:14])([CH3:13])[CH3:12])=[O:9])[CH2:4][C@H:3]1[O:15][CH2:16][CH2:17][CH2:18][F:19].[Cl:20][C:21]1[N:22]=[C:23]([C:28](O)=[O:29])[NH:24][C:25]=1[CH2:26][CH3:27].CCN=C=NCCCN(C)C.Cl.C1C=CC2N(O)N=NC=2C=1>ClCCl.CC(N(C)C)=O>[Cl:20][C:21]1[N:22]=[C:23]([C:28]([NH:1][C@H:2]2[CH2:7][CH2:6][N:5]([C:8]([O:10][C:11]([CH3:12])([CH3:13])[CH3:14])=[O:9])[CH2:4][C@H:3]2[O:15][CH2:16][CH2:17][CH2:18][F:19])=[O:29])[NH:24][C:25]=1[CH2:26][CH3:27] |f:2.3|. The solvent is ClCCl (dichloromethane), CC(=O)N(C)C (DMA). Reactants: N[C@@H]1[C@@H](CN(CC1)C(=O)OC(C)(C)C)OCCCF (tert-Butyl cis(±)-4-amino-3-(3-fluoropropoxy)piperidine-1-carboxylate), C=1C=CC2=C(C1)N=NN2O (HOBt), ClC=1N=C(NC1CC)C(=O)O (4-chloro-5-ethyl-1H-imidazole-2-carboxylic acid), CCN=C=NCCCN(C)C.Cl (WSC hydrochloride). Procedure: The same operation as in Example (106d) was performed using tert-butyl cis(±)-4-amino-3-butoxypiperidine-1-carboxylate obtained in Example (127d) (0.84 g, 3.0 mmol), 4-chloro-5-ethyl-1H-imidazole-2-carboxylic acid (85% content, 0.41 g, 2 mmol), WSC hydrochloride (0.77 g, 4 mmol), HOBt (0.41 g, 3 mmol), DMA (15 mL) and dichloromethane (15 mL). The resulting residue was purified by silica gel column chromatography (elution solvent: ethyl acetate/hexane=1/4, 2/3, 3/2, 4/1) to obtain 1.01 g of the t... The product is ClC=1N=C(NC1CC)C(=O)N[C@@H]1[C@@H](CN(CC1)C(=O)OC(C)(C)C)OCCCF (tert-Butyl cis(±)-4-{[(4-chloro-5-ethyl-1H-imidazol-2-yl)carbonyl]amino}-3-(3-fluoropropoxy)piperidine-1-carboxylate). The yield is 116.7%.